Dataset: the Open Reaction Database (ORD), a public repository of structured organic reaction records. Task: describe an organic reaction: reactants, conditions, products, and yield Yields the product O=C(Nc1ccc(C(=O)N2Cc3ccccc3Cc3ccccc32)c(Cl)c1)c1ccc(Cl)cc1Cl. Starting materials: ClCCl, CCN(C(C)C)C(C)C, Nc1ccc(C(=O)N2Cc3ccccc3Cc3ccccc32)c(Cl)c1, O=C(Cl)c1ccc(Cl)cc1Cl. As a reaction SMILES: [CH2:46]([Cl:47])[Cl:48].[CH:26]([N:27]([CH2:28][CH3:29])[CH:30]([CH3:31])[CH3:32])([CH3:33])[CH3:34].[Cl:1][c:2]1[c:3]([C:4](=[O:5])[N:6]2[c:7]3[c:8]([cH:17][cH:18][cH:19][cH:20]3)[CH2:9][c:10]3[c:11]([cH:13][cH:14][cH:15][cH:16]3)[CH2:12]2)[cH:21][cH:22][c:23]([NH2:25])[cH:24]1.[Cl:35][c:36]1[c:37]([C:38](=[O:39])[Cl:40])[cH:41][cH:42][c:43]([Cl:45])[cH:44]1>>[Cl:1][c:2]1[c:3]([C:4](=[O:5])[N:6]2[c:7]3[c:8]([cH:17][cH:18][cH:19][cH:20]3)[CH2:9][c:10]3[c:11]([cH:13][cH:14][cH:15][cH:16]3)[CH2:12]2)[cH:21][cH:22][c:23]([NH:25][C:38]([c:37]2[c:36]([Cl:35])[cH:44][c:43]([Cl:45])[cH:42][cH:41]2)=[O:39])[cH:24]1. Starting materials: solution, [OH-].[K+] (potassium hydroxide), ClC=1C=C(C=CC1[N+](=O)[O-])C(C(=O)OCC)(C)C (ethyl 2-(3-chloro-4-nitrophenyl)-2-methylpropanoate). The solvent is CO (methanol). Conditions: temperature 80 celsius. Yields the product ClC=1C=C(C=CC1[N+](=O)[O-])C(C(=O)O)(C)C (2-(3-chloro-4-nitrophenyl)-2-methylpropanoic acid). The yield is 95.0%. RXN SMILES: [OH-].[K+].[Cl:3][C:4]1[CH:5]=[C:6]([C:13]([CH3:20])([CH3:19])[C:14]([O:16]CC)=[O:15])[CH:7]=[CH:8][C:9]=1[N+:10]([O-:12])=[O:11]>CO>[Cl:3][C:4]1[CH:5]=[C:6]([C:13]([CH3:20])([CH3:19])[C:14]([OH:16])=[O:15])[CH:7]=[CH:8][C:9]=1[N+:10]([O-:12])=[O:11] |f:0.1|. Reported procedure: A 2N solution of potassium hydroxide (18 ml) is added at a temperature of approximately 20° C. to a solution of ethyl 2-(3-chloro-4-nitrophenyl)-2-methylpropanoate (1 g) in methanol (20 ml). The mixture is then heated at 80° C. for 1.5 hours then cooled down to ambient temperature. The methanol is evaporated by concentration of the mixture under reduced pressure. The remaining aqueous phase is washed with dichloromethane then cooled down to 0° C. and acidified with acetic acid. After the additio... The reactants are COC(\C=C\C=1C(=NOC1C1=CC=C(C=C1)Br)C)=O ((E)-3-[5-(4-bromo-phenyl)-3-methyl-isoxazol-4-yl]-acrylic acid methyl ester), C(C)OC(=O)C1(CC1)C1=CC=C(C=C1)B1OC(C(O1)(C)C)(C)C (1-[4-(4,4,5,5-tetramethyl-[1,3,2]dioxaborolan-2-yl)-phenyl]-cyclopropanecarboxylic acid ethyl ester). Product: C(C)OC(=O)C1(CC1)C1=CC=C(C=C1)C1=CC=C(C=C1)C1=C(C(=NO1)C)\C=C\C(=O)OC (1-{4′-[4-((E)-2-Methoxycarbonyl-vinyl)-3-methyl-isoxazol-5-yl]-biphenyl-4-yl}-cyclopropanecarboxylic acid ethyl ester). Reaction SMILES: [CH3:1][O:2][C:3](=[O:19])/[CH:4]=[CH:5]/[C:6]1[C:7]([CH3:18])=[N:8][O:9][C:10]=1[C:11]1[CH:16]=[CH:15][C:14](Br)=[CH:13][CH:12]=1.[CH2:20]([O:22][C:23]([C:25]1([C:28]2[CH:33]=[CH:32][C:31](B3OC(C)(C)C(C)(C)O3)=[CH:30][CH:29]=2)[CH2:27][CH2:26]1)=[O:24])[CH3:21]>>[CH2:20]([O:22][C:23]([C:25]1([C:28]2[CH:33]=[CH:32][C:31]([C:14]3[CH:15]=[CH:16][C:11]([C:10]4[O:9][N:8]=[C:7]([CH3:18])[C:6]=4/[CH:5]=[CH:4]/[C:3]([O:2][CH3:1])=[O:19])=[CH:12][CH:13]=3)=[CH:30][CH:29]=2)[CH2:26][CH2:27]1)=[O:24])[CH3:21]. Procedure: Prepared according to the procedure described in Example 3, Step 5, using (E)-3-[5-(4-bromo-phenyl)-3-methyl-isoxazol-4-yl]-acrylic acid methyl ester and 1-[4-(4,4,5,5-tetramethyl-[1,3,2]dioxaborolan-2-yl)-phenyl]-cyclopropanecarboxylic acid ethyl ester. Starting materials: CC(C)O, N, O=Cc1cc2c(o1)c(=O)[nH]c1c(N3CCCCC3)cccc12, O=[Mn]=O. Product: N#Cc1cc2c(o1)c(=O)[nH]c1c(N3CCCCC3)cccc12. RXN SMILES: [CH:24]([OH:25])([CH3:26])[CH3:27].[NH3:23].[O:1]=[c:2]1[nH:3][c:4]2[c:5]([N:17]3[CH2:18][CH2:19][CH2:20][CH2:21][CH2:22]3)[cH:6][cH:7][cH:8][c:9]2[c:10]2[c:11]1[o:12][c:13]([CH:15]=[O:16])[cH:14]2.[O:28]=[Mn:29]=[O:30]>>[O:1]=[c:2]1[nH:3][c:4]2[c:5]([N:17]3[CH2:18][CH2:19][CH2:20][CH2:21][CH2:22]3)[cH:6][cH:7][cH:8][c:9]2[c:10]2[c:11]1[o:12][c:13]([C:15]#[N:23])[cH:14]2. The reactants are C([O-])(O)=O.[Na+] (sodium bicarbonate), COC1=CC=C(CN2C(N(C3(C2=O)CC=2C(=NC=C(C2)C(=O)OC)C3)C)=O)C=C1 (methyl 1′-(4-methoxybenzyl)-3′-methyl-2′,5′-dioxo-5,7-dihydrospiro[cyclopenta[b]pyridine-6,4′-imidazolidine]-3-carboxylate), COC1=CC=C(CN2C(N(C3(C2=O)CC=2C(=NC=C(C2)C(=O)OC)C3)C)=O)C=C1 (methyl 1′-(4-methoxybenzyl)-3′-methyl-2′,5′-dioxo-5,7-dihydrospiro[cyclopenta[b]pyridine-6,4′-imidazolidine]-3-carboxylate), Cl.N[C@@H]1C(N([C@@H]([C@@H](C1)C1=C(C(=CC=C1F)F)F)C)CC(F)(F)F)=O ((3S,5S,6R)-3-amino-6-methyl-1-(2,2,2-trifluoroethyl)-5-(2,3,6-trifluorophenyl)piperidin-2-one hydrochloride), Cl.N[C@@H]1C(N([C@@H]([C@@H](C1)C1=C(C(=CC=C1F)F)F)C)CC(F)(F)F)=O ((3S,5S,6R)-3-amino-6-methyl-1-(2,2,2-trifluoroethyl)-5-(2,3,6-trifluorophenyl)piperidin-2-one hydrochloride), C=1C=CC2=C(C1)N=NN2O (HOBT), C(CCl)Cl (EDC), C(C)(C)N(C(C)C)CC (N,N-diisopropylethylamine). The solvent is CN(C)C=O (DMF). Run at time 18 hour. Yields the product CN1C(NC([C@]12CC=1C(=NC=C(C1)C(=O)N[C@@H]1C(N([C@@H]([C@@H](C1)C1=C(C(=CC=C1F)F)F)C)CC(F)(F)F)=O)C2)=O)=O ((6R)-3′-Methyl-N-[(3S,5S,6R)-6-methyl-2-oxo-1-(2,2,2-trifluoroethyl)-5-(2,3,6-trifluorophenyl)piperidin-3-yl]-2′,5′-dioxo-5,7-dihydrospiro[cyclopenta[b]pyridine-6,4′-imidazolidine]-3-carboxamide). Reaction SMILES: COC1C=CC(C[N:8]2[C:12](=[O:13])[C:11]3([CH2:25][C:16]4=[N:17][CH:18]=[C:19]([C:21](OC)=[O:22])[CH:20]=[C:15]4[CH2:14]3)[N:10]([CH3:26])[C:9]2=[O:27])=CC=1.Cl.[NH2:31][C@H:32]1[CH2:37][C@@H:36]([C:38]2[C:43]([F:44])=[CH:42][CH:41]=[C:40]([F:45])[C:39]=2[F:46])[C@@H:35]([CH3:47])[N:34]([CH2:48][C:49]([F:52])([F:51])[F:50])[C:33]1=[O:53].C1C=CC2N(O)N=NC=2C=1.C(Cl)CCl.C(N(CC)C(C)C)(C)C.C(=O)(O)[O-].[Na+]>CN(C=O)C>[CH3:26][N:10]1[C@:11]2([CH2:25][C:16]3=[N:17][CH:18]=[C:19]([C:21]([NH:31][C@H:32]4[CH2:37][C@@H:36]([C:38]5[C:43]([F:44])=[CH:42][CH:41]=[C:40]([F:45])[C:39]=5[F:46])[C@@H:35]([CH3:47])[N:34]([CH2:48][C:49]([F:52])([F:51])[F:50])[C:33]4=[O:53])=[O:22])[CH:20]=[C:15]3[CH2:14]2)[C:12](=[O:13])[NH:8][C:9]1=[O:27] |f:1.2,6.7|. Reported procedure: To a stirred mixture of 3′-methyl-2′,5′-dioxo-5,7-dihydrospiro[cyclopenta[b]pyridine-6,4′-imidazolidine]-3-carboxylic acid (described in Intermediate 1, 20 mg, 0.077 mmol), (3S,5S,6R)-3-amino-6-methyl-1-(2,2,2-trifluoroethyl)-5-(2,3,6-trifluorophenyl)piperidin-2-one hydrochloride (described in Intermediate 5, 22 mg, 0.058 mmol), HOBT (12 mg, 0.078 mmol), and EDC (15 mg, 0.078 mmol) in DMF (0.5 mL) was added N,N-diisopropylethylamine (0.031 mL, 0.175 mmol), and the resulting mixture was stirred a... Starting materials: CCCCO, NS(=O)(=O)c1ccc(OCCCCl)cc1, Cl, OC(c1ccc(F)cc1)(c1ccc(F)cc1)C1CCNCC1, [I-], [K+], [Na+], [Na+], O=C([O-])[O-]. The product is Cl, NS(=O)(=O)c1ccc(OCCCN2CCC(C(O)(c3ccc(F)cc3)c3ccc(F)cc3)CC2)cc1. As a reaction SMILES: [CH2:47]([OH:48])[CH2:49][CH2:50][CH3:51].[Cl:23][CH2:24][CH2:25][CH2:26][O:27][c:28]1[cH:29][cH:30][c:31]([S:34](=[O:35])(=[O:36])[NH2:37])[cH:32][cH:33]1.[ClH:46].[F:1][c:2]1[cH:3][cH:4][c:5]([C:8]([OH:9])([CH:10]2[CH2:11][CH2:12][NH:13][CH2:14][CH2:15]2)[c:16]2[cH:17][cH:18][c:19]([F:22])[cH:20][cH:21]2)[cH:6][cH:7]1.[I-:45].[K+:44].[Na+:38].[Na+:39].[O-:40][C:41](=[O:42])[O-:43]>>[ClH:23].[F:1][c:2]1[cH:3][cH:4][c:5]([C:8]([OH:9])([CH:10]2[CH2:11][CH2:12][N:13]([CH2:24][CH2:25][CH2:26][O:27][c:28]3[cH:29][cH:30][c:31]([S:34](=[O:35])(=[O:36])[NH2:37])[cH:32][cH:33]3)[CH2:14][CH2:15]2)[c:16]2[cH:17][cH:18][c:19]([F:22])[cH:20][cH:21]2)[cH:6][cH:7]1. The reactants are B.C1CCOC1 (Borane THF), COC=1C=CC2=C(CC(CS2)C(=O)O)C1 (6-methoxy-3,4-dihydro-2H-1-benzothiopyran-3-carboxylic acid). Run in C1CCOC1 (THF). Reaction conditions: time 8 hour. Product: OCC1CSC2=C(C1)C=C(C=C2)OC (3-hydroxymethyl-6-methoxy-3,4-dihydro-2H-1-benzothiopyran). RXN SMILES: B.C1COCC1.[CH3:7][O:8][C:9]1[CH:10]=[CH:11][C:12]2[S:17][CH2:16][CH:15]([C:18](O)=[O:19])[CH2:14][C:13]=2[CH:21]=1>C1COCC1>[OH:19][CH2:18][CH:15]1[CH2:14][C:13]2[CH:21]=[C:9]([O:8][CH3:7])[CH:10]=[CH:11][C:12]=2[S:17][CH2:16]1 |f:0.1|. Reported procedure: The starting material is prepared as follows: Borane-THF complex (1M in THF, 55.4 ml, 55.4 mmol) is cooled to 0° C. To this mixture is added 6-methoxy-3,4-dihydro-2H-1-benzothiopyran-3-carboxylic acid (6.1 g, 25 mmol) in 30 ml of THF dropwise. The cooling bath is then removed and the mixture is stirred overnight. This is quenched by addition of 50% aqueous acetic acid (8 ml), and concentrated in vacuo at 50° C. The residue is purified by flash chromatography (silica gel, 40% EtOAc/hexane) to giv...